This data is from the Open Reaction Database (ORD), a public repository of structured organic reaction records. The task is: describe an organic reaction: reactants, conditions, products, and yield The reactants are [Cl-].[NH4+] (ammonium chloride), C(CCC)[Li] (n-Butyllithium), S1C2=C(C=C1C=1N3C(SC1)=NCC3)C=CC=C2 (3-(benzo[b]thiophen-2-yl)-5,6-dihydroimidazo[2,1-b]thiazole), CN(C=O)C (Dimethylformamide). The solvent is O1CCCC1 (tetrahydrofuran). Reaction conditions: temperature 0 celsius, time 35 minute. Yields the product S1C2=C(C=C1C=1N3C(SC1C=O)=NCC3)C=CC=C2 (3-(benzo[b]thiophen-2-yl)-5,6-dihydroimidazo[2,1-b]thiazole-2-carboxaldehyde). RXN SMILES: C([Li])CCC.[S:6]1[C:10]([C:11]2[N:12]3[CH2:18][CH2:17][N:16]=[C:13]3[S:14][CH:15]=2)=[CH:9][C:8]2[CH:19]=[CH:20][CH:21]=[CH:22][C:7]1=2.CN(C)[CH:25]=[O:26].[Cl-].[NH4+]>O1CCCC1>[S:6]1[C:10]([C:11]2[N:12]3[CH2:18][CH2:17][N:16]=[C:13]3[S:14][C:15]=2[CH:25]=[O:26])=[CH:9][C:8]2[CH:19]=[CH:20][CH:21]=[CH:22][C:7]1=2 |f:3.4|. Procedure: n-Butyllithium (1.6 M solution in hexanes; 6.25 ml) was added dropwise under nitrogen at −70° C. to a stirred solution of 3-(benzo[b]thiophen-2-yl)-5,6-dihydroimidazo[2,1-b]thiazole (2.58 g) in tetrahydrofuran (40 ml), then the mixture was stirred at −70° C. for 10 minutes and at 0° C. for 35 minutes. Dimethylformamide (0.85 ml) was added, the mixture was stirred at 0° C. for 1.5 hours, then it was poured into saturated aqueous ammonium chloride solution (200 ml). The product was extracted into ... The reactants are CO, COC(=O)C=Cc1ccc(F)c(C)c1, [H][H]. Product: COC(=O)CCc1ccc(F)c(C)c1. Reaction SMILES: [CH3:17][OH:18].[F:1][c:2]1[c:3]([CH3:14])[cH:4][c:5]([CH:8]=[CH:9][C:10](=[O:11])[O:12][CH3:13])[cH:6][cH:7]1.[H:15][H:16]>>[F:1][c:2]1[c:3]([CH3:14])[cH:4][c:5]([CH2:8][CH2:9][C:10](=[O:11])[O:12][CH3:13])[cH:6][cH:7]1. Reactants: CCOP(OCC)OCC, O=C(CBr)N1C(=O)OCC1Cc1ccccc1, CCBr. The product is CCOP(=O)(CC(=O)N1C(=O)OCC1Cc1ccccc1)OCC. Reaction SMILES: [CH2:18]([CH3:19])[O:20][P:21]([O:22][CH2:23][CH3:24])[O:25][CH2:26][CH3:27].[CH2:1]([c:2]1[cH:3][cH:4][cH:5][cH:6][cH:7]1)[CH:8]1[N:9]([C:14]([CH2:15][Br:16])=[O:17])[C:10](=[O:13])[O:11][CH2:12]1.[CH2:28]([Br:29])[CH3:30]>>[CH2:1]([c:2]1[cH:3][cH:4][cH:5][cH:6][cH:7]1)[CH:8]1[N:9]([C:14]([CH2:15][P:21]([O:20][CH2:18][CH3:19])([O:22][CH2:23][CH3:24])=[O:25])=[O:17])[C:10](=[O:13])[O:11][CH2:12]1. Starting materials: CC1=NN2C(N=CC3=C2CN(C3)[C@H]3CC[C@@H]([C@H](C3)NC(OC(C)(C)C)=O)C3=C(C=C(C(=C3)F)F)F)=C1 (tert-Butyl [(1S,2R,5S)-5-(2-methyl-6,8-dihydro-7H-pyrazolo[1,5-a]pyrrolo[3,4-e]pyrimidin-7-yl)-2-(2,4,5-trifluorophenyl)cyclohexyl]carbamate), Cl (hydrochloric acid). Reaction conditions: time 30 minute. Yields the product Cl.Cl.CC1=NN2C(N=CC3=C2CN(C3)[C@H]3CC[C@@H]([C@H](C3)N)C3=C(C=C(C(=C3)F)F)F)=C1 ((1S,2R,5S)-5-(2-Methyl-6,8-dihydro-7H-pyrazolo[1,5-a]pyrrolo[3,4-e]pyrimidin-7-yl)-2-(2,4,5-trifluorophenyl)cyclohexanamine bis-hydrochloride salt). RXN SMILES: [CH3:1][C:2]1[CH:36]=[C:5]2[N:6]=[CH:7][C:8]3[CH2:12][N:11]([C@@H:13]4[CH2:18][C@H:17]([NH:19]C(=O)OC(C)(C)C)[C@@H:16]([C:27]5[CH:32]=[C:31]([F:33])[C:30]([F:34])=[CH:29][C:28]=5[F:35])[CH2:15][CH2:14]4)[CH2:10][C:9]=3[N:4]2[N:3]=1.[ClH:37]>>[ClH:37].[ClH:37].[CH3:1][C:2]1[CH:36]=[C:5]2[N:6]=[CH:7][C:8]3[CH2:12][N:11]([C@@H:13]4[CH2:18][C@H:17]([NH2:19])[C@@H:16]([C:27]5[CH:32]=[C:31]([F:33])[C:30]([F:34])=[CH:29][C:28]=5[F:35])[CH2:15][CH2:14]4)[CH2:10][C:9]=3[N:4]2[N:3]=1 |f:2.3.4|. Procedure: To the more polar product from Step A was added 1 mL of hydrochloric acid (4.0 M in 1,4-dioxane) and the solution was stirred for 30 min and the solvent evaporated in vacuo to afford the title compound as a white solid. LC/MS 402.1 (M+1). Starting materials: ClCCN1C2=C(C(C=3C=C(C=CC13)C)=O)N(N=C2)C (4-(2-chloroethyl)-1,7-dimethyl-1,4-dihydro-9H-pyrazolo[4,3-b]quinolin-9-one), [N-]=[N+]=[N-].[Na+] (sodium azide), O (water). Solvent: CN(C=O)C (N,N-dimethylformamide). Run at temperature 70 celsius. Yields the product Cl.NCCN1C2=C(C(C=3C=C(C=CC13)C)=O)N(N=C2)C (4-(2-AMINOETHYL)-1,7-DIMETHYL-1,4-DIHYDRO-9H-PYRAZOLO[4,3-b]QUINOLIN-9-ONE HYDROCHLORIDE). Isolated yield 94.9%. Reaction SMILES: [Cl:1][CH2:2][CH2:3][N:4]1[C:13]2[CH:12]=[CH:11][C:10]([CH3:14])=[CH:9][C:8]=2[C:7](=[O:15])[C:6]2[N:16]([CH3:19])[N:17]=[CH:18][C:5]1=2.[N-:20]=[N+]=[N-].[Na+].O>CN(C)C=O>[ClH:1].[NH2:20][CH2:2][CH2:3][N:4]1[C:13]2[CH:12]=[CH:11][C:10]([CH3:14])=[CH:9][C:8]=2[C:7](=[O:15])[C:6]2[N:16]([CH3:19])[N:17]=[CH:18][C:5]1=2 |f:1.2,5.6|. Procedure: To a solution of 4-(2-chloroethyl)-1,7-dimethyl-1,4-dihydro-9H-pyrazolo[4,3-b]quinolin-9-one (EXAMPLE 62, step 3, 109 mg, 0.396 mmol) in N,N-dimethylformamide (7 ml) was added sodium azide (77 mg, 1.2 mmol) at room temperature. The resulting mixture was heated at 70° C. for 9.5 h. After cooling to room temperature, water (50 ml) was added and extracted with ethyl acetate (50 ml×3). The combined organic layer was dried over magnesium sulfate and concentrated in vacuo to give 110 mg (99%) of the t...